The task is: describe an organic reaction: reactants, conditions, products, and yield. This data is from the Open Reaction Database (ORD), a public repository of structured organic reaction records. The reactants are CCO, O=c1c2c[nH]c3ccccc3c-2nn1-c1ccc([N+](=O)[O-])cc1, [Na+], [OH-], O=[Pt]. Yields the product Nc1ccc(-n2nc3c4ccccc4[nH]cc-3c2=O)cc1. As a reaction SMILES: [CH3:28][CH2:29][OH:30].[N+:1]([O-:2])(=[O:3])[c:4]1[cH:5][cH:6][c:7](-[n:10]2[n:11][c:12]3[c:21]4[c:16]([nH:15][cH:14][c:13]-3[c:22]2=[O:23])[cH:17][cH:18][cH:19][cH:20]4)[cH:8][cH:9]1.[Na+:25].[OH-:24].[Pt:26]=[O:27]>>[NH2:1][c:4]1[cH:5][cH:6][c:7](-[n:10]2[n:11][c:12]3[c:21]4[c:16]([nH:15][cH:14][c:13]-3[c:22]2=[O:23])[cH:17][cH:18][cH:19][cH:20]4)[cH:8][cH:9]1. Starting materials: FC=1C=C(C=CC1OC)CCNC(=O)C1(CC1)C1=C(C=C(C=C1)Cl)Cl (N-[2-(3-fluoro-4-methoxyphenyl)ethyl]-1-(2,4-dichlorophenyl)cyclopropanecarboxamide), polyphosphate ester. Run in C(Cl)(Cl)Cl (chloroform). The product is ClC1=C(C=CC(=C1)Cl)C1(CC1)C1=NCCC2=CC(=C(C=C12)OC)F (1-[1-(2,4-dichlorophenyl)cyclopropyl]-6-fluoro-7-methoxy-3,4-dihydroisoquinoline). As a reaction SMILES: [F:1][C:2]1[CH:3]=[C:4]([CH2:10][CH2:11][NH:12][C:13]([C:15]2([C:18]3[CH:23]=[CH:22][C:21]([Cl:24])=[CH:20][C:19]=3[Cl:25])[CH2:17][CH2:16]2)=O)[CH:5]=[CH:6][C:7]=1[O:8][CH3:9]>C(Cl)(Cl)Cl>[Cl:25][C:19]1[CH:20]=[C:21]([Cl:24])[CH:22]=[CH:23][C:18]=1[C:15]1([C:13]2[C:5]3[C:4](=[CH:3][C:2]([F:1])=[C:7]([O:8][CH3:9])[CH:6]=3)[CH2:10][CH2:11][N:12]=2)[CH2:17][CH2:16]1. Reported procedure: A mixture of N-[2-(3-fluoro-4-methoxyphenyl)ethyl]-1-(2,4-dichlorophenyl)cyclopropanecarboxamide (19.7 g, prepared in a similar manner to that described in Example E4), 52% polyphosphate ester in chloroform (200 g) was heated under reflux for 52 hours, then cooled and poured onto ice. The organic layer was separated, the aqueous layer extracted with dichloromethane and the combined organic layers were basified by addition of aqueous ammonia solution, washed with brine, dried over magnesium sulph...